From a dataset of the Open Reaction Database (ORD), a public repository of structured organic reaction records. describe an organic reaction: reactants, conditions, products, and yield Starting materials: ClC1=CC=C(C(=O)C2=C(C=C(N2C)C(C(=O)OCC)C2=C(C=C(C=C2F)C#N)F)C)C=C1 (ethyl 2-[5-(4-chlorobenzoyl)-1,4-dimethylpyrrol-2-yl]-2-(2,6-difluoro-4-cyanophenyl)acetate), O.[OH-].[Li+] (lithium hydroxide monohydrate), COC(C)O (methoxyethanol), Cl (HCl), ice water. Reaction conditions: time 24 hour. Yields the product ClC1=CC=C(C(=O)C2=C(C=C(N2C)CC2=CC=C(C(=O)O)C=C2)C)C=C1 (4-[5-(4-chlorobenzoyl)-1,4-dimethyl-1H-pyrrol-2-ylmethyl]benzoic acid). Reaction SMILES: [Cl:1][C:2]1[CH:32]=[CH:31][C:5]([C:6]([C:8]2[N:12]([CH3:13])[C:11]([CH:14]([C:20]3[C:25](F)=[CH:24][C:23](C#N)=[CH:22][C:21]=3F)C(OCC)=O)=[CH:10][C:9]=2[CH3:30])=[O:7])=[CH:4][CH:3]=1.O.[OH-].[Li+].Cl.C[O:38][CH:39]([OH:41])C>>[Cl:1][C:2]1[CH:3]=[CH:4][C:5]([C:6]([C:8]2[N:12]([CH3:13])[C:11]([CH2:14][C:20]3[CH:25]=[CH:24][C:23]([C:39]([OH:41])=[O:38])=[CH:22][CH:21]=3)=[CH:10][C:9]=2[CH3:30])=[O:7])=[CH:31][CH:32]=1 |f:1.2.3|. Procedure details: To a slurry of ethyl 2-[5-(4-chlorobenzoyl)-1,4-dimethylpyrrol-2-yl]-2-(2,6-difluoro-4-cyanophenyl)acetate (0.05 g, 0.11 mmol) [prepared as described in Example 9, Step (a)] in methoxyethanol (4 ml) was added an aqueous solution of lithium hydroxide monohydrate (0.02 g in 0.5 ml H2O), and the reaction mixture was heated at reflux under an argon atmosphere. After 24 hr, the reaction mixture was cooled to room temperature and poured into a mixture of ice/water (40 ml) containing 1N HCl (1 ml). The... The reactants are C(C)(=O)OCC (ethyl acetate), FC(OC1=CC=C(C=C1)C1(CCC1)C#N)(F)F (1-[4-(trifluoromethoxy)phenyl]cyclobutanecarbonitrile), [H-].C(C(C)C)[Al+]CC(C)C (diisobutylaluminum hydride). Run in ClCCl (dichloromethane). Reaction conditions: time 1 hour. The product is FC(OC1=CC=C(C=C1)C1(CCC1)C=O)(F)F (1-(4-(trifluoromethoxy)phenyl)cyclobutanecarbaldehyde). Isolated yield 55.3%. Reaction SMILES: [F:1][C:2]([F:17])([F:16])[O:3][C:4]1[CH:9]=[CH:8][C:7]([C:10]2([C:14]#N)[CH2:13][CH2:12][CH2:11]2)=[CH:6][CH:5]=1.[H-].C([Al+]CC(C)C)C(C)C.C(OCC)(=[O:30])C>ClCCl>[F:1][C:2]([F:17])([F:16])[O:3][C:4]1[CH:9]=[CH:8][C:7]([C:10]2([CH:14]=[O:30])[CH2:13][CH2:12][CH2:11]2)=[CH:6][CH:5]=1 |f:1.2|. Procedure: To a solution of Example 31A (4.82 g, 0.02 mol) in dry dichloromethane (100 mL) at −78° C. under an argon atmosphere was added diisobutylaluminum hydride (24 mL, 1M solution in toluene). The reaction mixture was stirred at the same temperature for 1 hour and then quenched by dropwise addition of potassium sodium tartrate (10% solution in water). The resulting mixture was warmed to room temperature, stirred vigorously for 40 minutes and then diluted with dichloromethane. The organic phase was sep...